From a dataset of the Open Reaction Database (ORD), a public repository of structured organic reaction records. describe an organic reaction: reactants, conditions, products, and yield Starting materials: NC1=NC=C(C(=O)N=[S@](C2=CC=CC=C2)(=O)C)C=C1C#C[Si](C)(C)C ((S)-6-amino-N-[methyl(oxo)phenyl-λ6-sulfanylidene]-5-[(trimethylsilyl)ethynyl]nicotinamide), C(=O)([O-])[O-].[K+].[K+] (K2CO3). The solvent is C1CCOC1.CO (THF methanol). Yields the product NC1=NC=C(C(=O)N=[S@](C2=CC=CC=C2)(=O)C)C=C1C#C ((S)-6-amino-5-ethynyl-N-[methyl(oxo)phenyl-λ6-sulfanylidene]nicotinamide). The yield is 77.7%. Reaction SMILES: [NH2:1][C:2]1[C:19]([C:20]#[C:21][Si](C)(C)C)=[CH:18][C:5]([C:6]([N:8]=[S@@:9]([CH3:17])(=[O:16])[C:10]2[CH:15]=[CH:14][CH:13]=[CH:12][CH:11]=2)=[O:7])=[CH:4][N:3]=1.C([O-])([O-])=O.[K+].[K+]>C1COCC1.CO>[NH2:1][C:2]1[C:19]([C:20]#[CH:21])=[CH:18][C:5]([C:6]([N:8]=[S@@:9]([CH3:17])(=[O:16])[C:10]2[CH:15]=[CH:14][CH:13]=[CH:12][CH:11]=2)=[O:7])=[CH:4][N:3]=1 |f:1.2.3,4.5|. Reported procedure: To a solution of (S)-6-amino-N-[methyl(oxo)phenyl-λ6-sulfanylidene]-5-[(trimethylsilyl)ethynyl]nicotinamide (308 mg, 0.83 mmol) in 20 mL THF/methanol (1:1 ratio) at 0° C. was added K2CO3 (344 mg, 2.5 mmol) added. After 7 minutes the solution was decanted from the solids and partitioned between EtOAc and H2O. The EtOAc layer was washed with brine, dried with anhydrous Na2SO4 and rotary evaporated. The brown oil was purified by chromatography (silica gel, CHCl3/EtOAc) to give the title compound as... Starting materials: C[Si](C)(C)[N-][Si](C)(C)C, COc1cc2c(Cl)ncnc2cc1OCCCN1CCOCC1, Nc1c(Cl)cc(I)c2c1OCO2, [Na+], CN(C)C=O. Yields the product COc1cc2c(Nc3c(Cl)cc(I)c4c3OCO4)ncnc2cc1OCCCN1CCOCC1. As a reaction SMILES: [CH3:36][Si:37]([N-:38][Si:39]([CH3:40])([CH3:41])[CH3:42])([CH3:43])[CH3:44].[Cl:1][c:2]1[n:3][cH:4][n:5][c:6]2[cH:7][c:8]([O:14][CH2:15][CH2:16][CH2:17][N:18]3[CH2:19][CH2:20][O:21][CH2:22][CH2:23]3)[c:9]([O:12][CH3:13])[cH:10][c:11]12.[Cl:24][c:25]1[c:26]([NH2:35])[c:27]2[c:28]([c:32]([I:34])[cH:33]1)[O:29][CH2:30][O:31]2.[Na+:45].[O:46]=[CH:47][N:48]([CH3:49])[CH3:50]>>[c:2]1([NH:35][c:26]2[c:25]([Cl:24])[cH:33][c:32]([I:34])[c:28]3[c:27]2[O:31][CH2:30][O:29]3)[n:3][cH:4][n:5][c:6]2[cH:7][c:8]([O:14][CH2:15][CH2:16][CH2:17][N:18]3[CH2:19][CH2:20][O:21][CH2:22][CH2:23]3)[c:9]([O:12][CH3:13])[cH:10][c:11]12.